Dataset: the Open Reaction Database (ORD), a public repository of structured organic reaction records. Task: describe an organic reaction: reactants, conditions, products, and yield As a reaction SMILES: COS([O-])(=O)=O.[CH3:7][N+:8]1[C:17]2[C:12](=[CH:13][CH:14]=[CH:15][C:16]=2[OH:18])[CH:11]=[CH:10][CH:9]=1.N>O.[Ni]>[CH3:7][N:8]1[C:17]2[C:12](=[CH:13][CH:14]=[CH:15][C:16]=2[OH:18])[CH2:11][CH2:10][CH2:9]1 |f:0.1|. Reported procedure: One introduces into a steel autoclave 54.2 g of N-methyl-8-hydroxyquinolinium methylsulfate (i.e. 0.2 mole) in 100 ml of water and 5 g of activated Raney nickel. The hydrogenation is effected under a hydrogen pressure of from 70 to 80 kg/cm2, at a temperature of 80°C. After cooling, one filters off the catalyst and one neutralizes with an ammonia solution. One dries the crystallized product that is formed and one recrystallizes it in methanol. Starting materials: steel, COS(=O)(=O)[O-].C[N+]1=CC=CC2=CC=CC(=C12)O (N-methyl-8-hydroxyquinolinium methylsulfate), N (ammonia). The reagents and catalysts are [Ni] (Raney nickel). Product: CN1CCCC2=CC=CC(=C12)O (N-methyl-8-hydroxy-1,2,3,4-tetrahydroquinoline). The solvent is O (water). Starting materials: ClC(C(=O)OC)(F)F (methyl 2-chloro-2,2-difluoroacetate), C([O-])([O-])=O.[K+].[K+] (potassium carbonate), C(C)(=O)N1CCC2=CC(=C(C=C12)Br)O (1-Acetyl-6-bromo-5-hydroxyindoline), ClC(C(=O)OC)(F)F (methyl 2-chloro-2,2-difluoroacetate), C([O-])([O-])=O.[K+].[K+] (potassium carbonate). Run in CN(C=O)C (N,N-dimethylformamide). Conditions: time 3 hour. The product is C(C)(=O)N1CCC2=CC(=C(C=C12)Br)OC(F)F (1-Acetyl-6-bromo-5-difluoromethoxyindoline). RXN SMILES: [C:1]([N:4]1[C:12]2[C:7](=[CH:8][C:9]([OH:14])=[C:10]([Br:13])[CH:11]=2)[CH2:6][CH2:5]1)(=[O:3])[CH3:2].Cl[C:16]([F:22])([F:21])C(OC)=O.C(=O)([O-])[O-].[K+].[K+]>CN(C)C=O>[C:1]([N:4]1[C:12]2[C:7](=[CH:8][C:9]([O:14][CH:16]([F:22])[F:21])=[C:10]([Br:13])[CH:11]=2)[CH2:6][CH2:5]1)(=[O:3])[CH3:2] |f:2.3.4|. Procedure details: 1-Acetyl-6-bromo-5-hydroxyindoline (2 g, 7.8 mmol), methyl 2-chloro-2,2-difluoroacetate (0.82 ml, 7.8 mmol) and potassium carbonate (1.08 g, 7.8 mmol) were suspended in N,N-dimethylformamide (20 mL) under an argon atmosphere and placed in a 65° C. oil bath. After 3 hr, additional methyl 2-chloro-2,2-difluoroacetate (0.3 ml, 2.8 mmol) and potassium carbonate (0.3 g, 2.2 mmol) was added and heated for 18 hr. The solvent was then removed in vacuo and the residue was partitioned between cold 3N HCl ... The reactants are [F-].[NH4+] (Ammonium fluoride), COC(CCC1=CC(=CC=C1)C[C@@H](C)NC[C@@H](C1=CC(=C(C=C1)OCC1=CC=CC=C1)CO)O[Si](C)(C)C(C)(C)C)=O (methyl-3-(3-{(2R)-2-[(2R)-2-{[tert-Butyl(dimethyl)silyl]oxy}-2-(4-[benzyloxy]-3-hydroxymethyl-phenyl)-ethylamino]-propyl}-phenyl)-propanoate). The solvent is O (water), CO (methanol). Run at temperature 40 celsius. The product is N (ammonia), COC(CCC1=CC(=CC=C1)C[C@@H](C)NC[C@H](O)C1=CC(=C(C=C1)OCC1=CC=CC=C1)CO)=O (Methyl-3-{3-[(2R)-2-({(2R)-2-[4-(benzyloxy)-3-(hydroxymethyl)phenyl]-2-hydroxyethyl}amino)propyl]phenyl}propanoate). Isolated yield 178.0%. RXN SMILES: [F-].[NH4+].[CH3:3][O:4][C:5](=[O:44])[CH2:6][CH2:7][C:8]1[CH:13]=[CH:12][CH:11]=[C:10]([CH2:14][C@H:15]([NH:17][CH2:18][C@H:19]([O:36][Si](C(C)(C)C)(C)C)[C:20]2[CH:25]=[CH:24][C:23]([O:26][CH2:27][C:28]3[CH:33]=[CH:32][CH:31]=[CH:30][CH:29]=3)=[C:22]([CH2:34][OH:35])[CH:21]=2)[CH3:16])[CH:9]=1>O.CO>[NH3:17].[CH3:3][O:4][C:5](=[O:44])[CH2:6][CH2:7][C:8]1[CH:13]=[CH:12][CH:11]=[C:10]([CH2:14][C@H:15]([NH:17][CH2:18][C@@H:19]([C:20]2[CH:25]=[CH:24][C:23]([O:26][CH2:27][C:28]3[CH:29]=[CH:30][CH:31]=[CH:32][CH:33]=3)=[C:22]([CH2:34][OH:35])[CH:21]=2)[OH:36])[CH3:16])[CH:9]=1 |f:0.1|. Procedure details: Ammonium fluoride (2.80 g, 75.5 mmol) was added in one portion to a solution of methyl-3-(3-{(2R)-2-[(2R)-2-{[tert-Butyl(dimethyl)silyl]oxy}-2-(4-[benzyloxy]-3-hydroxymethyl-phenyl)-ethylamino]-propyl}-phenyl)-propanoate (Preparation 53) (4.47 g, 7.55 mmol) in water (20 ml) and methanol (30 ml) at room temperature. The reaction was heated at 40° C. for 18 hours and then allowed to cool to room temperature. The methanol was removed in vacuo and the resulting aqueous extracted with dichloromethane... Starting materials: Cl.CN1CCN(CC1)C1=CC=C(C=N1)C=1SC2=C(N1)C=CC(=C2)C(=O)O (2-[6-(4-Methylpiperazin-1-yl)pyridin-3-yl]-1,3-benzothiazole-6-carboxylic acid hydrochloride), S(=O)(Cl)Cl (thionyl chloride). The reagents and catalysts are CN(C)C=O (DMF). Run at temperature 70 celsius. The product is CN1CCN(CC1)C1=CC=C(C=N1)C=1SC2=C(N1)C=CC(=C2)C(=O)Cl (2-[6-(4-methylpiperazin-1-yl)pyridin-3-yl]-1,3-benzothiazole-6-carbonyl chloride). Reaction SMILES: Cl.[CH3:2][N:3]1[CH2:8][CH2:7][N:6]([C:9]2[N:14]=[CH:13][C:12]([C:15]3[S:16][C:17]4[CH:23]=[C:22]([C:24]([OH:26])=O)[CH:21]=[CH:20][C:18]=4[N:19]=3)=[CH:11][CH:10]=2)[CH2:5][CH2:4]1.S(Cl)([Cl:29])=O>CN(C=O)C>[CH3:2][N:3]1[CH2:8][CH2:7][N:6]([C:9]2[N:14]=[CH:13][C:12]([C:15]3[S:16][C:17]4[CH:23]=[C:22]([C:24]([Cl:29])=[O:26])[CH:21]=[CH:20][C:18]=4[N:19]=3)=[CH:11][CH:10]=2)[CH2:5][CH2:4]1 |f:0.1|. Reported procedure: 2-[6-(4-Methylpiperazin-1-yl)pyridin-3-yl]-1,3-benzothiazole-6-carboxylic acid hydrochloride acid (46 mg, 0.12 mmol) was added to thionyl chloride (3 mL), followed by 3 drops DMF, before heating at 70° C. o.n. The solvent was thereafter evaporated in vacuo and once with toluene to give crude 2-[6-(4-methylpiperazin-1-yl)pyridin-3-yl]-1,3-benzothiazole-6-carbonyl chloride. Ammonium hydroxide (conc., 3 mL) was added dropwise to this crude product and the mixture was thereafter stirred for 1 h at r... Starting materials: O=C1OC(=O)c2ccccc21, CC(CCN)c1ccccc1-c1ccccc1. Yields the product CC(CCN1C(=O)c2ccccc2C1=O)c1ccccc1-c1ccccc1. Reaction SMILES: [O:18]=[C:19]1[O:20][C:21](=[O:22])[c:23]2[cH:24][cH:25][cH:26][cH:27][c:28]21.[c:1]1(-[c:12]2[cH:13][cH:14][cH:15][cH:16][cH:17]2)[c:2]([CH:7]([CH2:8][CH2:9][NH2:10])[CH3:11])[cH:3][cH:4][cH:5][cH:6]1>>[c:1]1(-[c:12]2[cH:13][cH:14][cH:15][cH:16][cH:17]2)[c:2]([CH:7]([CH2:8][CH2:9][N:10]2[C:19](=[O:18])[c:28]3[c:23]([cH:24][cH:25][cH:26][cH:27]3)[C:21]2=[O:20])[CH3:11])[cH:3][cH:4][cH:5][cH:6]1. Reaction conditions: time 15 minute. Procedure details: 4.9 g of ethyl 2-[4-(tert-butoxycarbonylamino)-3-(2-isoindolin-2-yl-2-oxo-acetyl)phenyl]acetate are dissolved in 100 ml of acetonitrile under argon. 1.7 g of caesium fluoride are added, and 3 ml of bis(trimethylsilyl)carbodiimide are added dropwise to the solution over the course of 5 min. The mixture is stirred at room temperature for 15 min, and 20 ml of dichloromethane are then added. After addition of 20 ml of hydrochloric acid (1N), the product precipitates out as white solid. As a reaction SMILES: C(OC([NH:8][C:9]1[CH:14]=[CH:13][C:12]([CH2:15][C:16]([O:18][CH2:19][CH3:20])=[O:17])=[CH:11][C:10]=1[C:21](=O)[C:22]([N:24]1[CH2:32][C:31]2[C:26](=[CH:27][CH:28]=[CH:29][CH:30]=2)[CH2:25]1)=[O:23])=O)(C)(C)C.[F-].[Cs+].C[Si]([N:40]=[C:41]=[N:42][Si](C)(C)C)(C)C.Cl>C(#N)C.ClCCl>[NH2:40][C:41]1[N:42]=[C:21]([C:22]([N:24]2[CH2:25][C:26]3[C:31](=[CH:30][CH:29]=[CH:28][CH:27]=3)[CH2:32]2)=[O:23])[C:10]2[C:9](=[CH:14][CH:13]=[C:12]([CH2:15][C:16]([O:18][CH2:19][CH3:20])=[O:17])[CH:11]=2)[N:8]=1 |f:1.2|. The reactants are [F-].[Cs+] (caesium fluoride), Cl (hydrochloric acid), C(C)(C)(C)OC(=O)NC1=C(C=C(C=C1)CC(=O)OCC)C(C(=O)N1CC2=CC=CC=C2C1)=O (ethyl 2-[4-(tert-butoxycarbonylamino)-3-(2-isoindolin-2-yl-2-oxo-acetyl)phenyl]acetate), C[Si](C)(C)N=C=N[Si](C)(C)C (bis(trimethylsilyl)carbodiimide). The product is NC1=NC2=CC=C(C=C2C(=N1)C(=O)N1CC2=CC=CC=C2C1)CC(=O)OCC (Ethyl 2-[2-amino-4-(isoindoline-2-carbonyl)quinazolin-6-yl]acetate). Solvent: C(C)#N (acetonitrile), ClCCl (dichloromethane). Starting materials: [Br-], C1CCOC1, Cc1cccc(C)n1, CS(=O)(=O)OS(C)(=O)=O, CCOC(C)=O, [Li+], O=[N+]([O-])c1ccc(CCCO)cc1, O. The product is O=[N+]([O-])c1ccc(CCCBr)cc1. Reaction SMILES: [Br-:32].[CH2:33]1[O:34][CH2:35][CH2:36][CH2:37]1.[CH3:14][c:15]1[n:16][c:17]([CH3:18])[cH:19][cH:20][cH:21]1.[CH3:22][S:23]([O:24][S:25]([CH3:26])(=[O:27])=[O:28])(=[O:29])=[O:30].[CH3:38][CH2:39][O:40][C:41](=[O:42])[CH3:43].[Li+:31].[N+:1](=[O:2])([O-:3])[c:4]1[cH:5][cH:6][c:7]([CH2:10][CH2:11][CH2:12][OH:13])[cH:8][cH:9]1.[OH2:44]>>[N+:1](=[O:2])([O-:3])[c:4]1[cH:5][cH:6][c:7]([CH2:10][CH2:11][CH2:12][Br:32])[cH:8][cH:9]1. Starting materials: CO, COC(C)(C)OC, O=C(O)C1CC(=O)N(c2ccc(O)cc2)C1, O=S(=O)(O)O. The product is COC(=O)C1CC(=O)N(c2ccc(O)cc2)C1. As a reaction SMILES: [CH3:17][OH:18].[CH3:24][O:25][C:26]([O:27][CH3:28])([CH3:29])[CH3:30].[OH:1][c:2]1[cH:3][cH:4][c:5]([N:8]2[CH2:9][CH:10]([C:14](=[O:15])[OH:16])[CH2:11][C:12]2=[O:13])[cH:6][cH:7]1.[S:19](=[O:20])(=[O:21])([OH:22])[OH:23]>>[OH:1][c:2]1[cH:3][cH:4][c:5]([N:8]2[CH2:9][CH:10]([C:14]([O:15][CH3:17])=[O:16])[CH2:11][C:12]2=[O:13])[cH:6][cH:7]1. Reactants: C(C1=CC=CC=C1)(=O)C1=C(C=O)C=CC=C1 (2-benzoylbenzaldehyde), C([O-])([O-])=O.[K+].[K+] (potassium carbonate), Cl.Cl.C(C1=CC=CC=C1)NN (benzylhydrazine dihydrochloride), C(Cl)Cl (methylene dichloride). The solvent is C1CCOC1 (THF). Reaction conditions: time 30 minute. The product is [Cl-].C(C1=CC=CC=C1)[N+]1=C(C2=CC=CC=C2C=N1)C1=CC=CC=C1 (2-benzyl-1-phenyl phthalazinium chloride). RXN SMILES: [C:1]([C:9]1[CH:16]=[CH:15][CH:14]=[CH:13][C:10]=1[CH:11]=O)(=O)[C:2]1[CH:7]=[CH:6][CH:5]=[CH:4][CH:3]=1.C(=O)([O-])[O-].[K+].[K+].Cl.Cl.[CH2:25]([NH:32][NH2:33])[C:26]1[CH:31]=[CH:30][CH:29]=[CH:28][CH:27]=1.C(Cl)[Cl:35]>C1COCC1>[Cl-:35].[CH2:25]([N+:32]1[N:33]=[CH:11][C:10]2[C:9](=[CH:16][CH:15]=[CH:14][CH:13]=2)[C:1]=1[C:2]1[CH:7]=[CH:6][CH:5]=[CH:4][CH:3]=1)[C:26]1[CH:31]=[CH:30][CH:29]=[CH:28][CH:27]=1 |f:1.2.3,4.5.6,9.10|. Procedure details: Sixty-two grams (0.30 mole) of 2-benzoylbenzaldehyde in 140 mL of THF was treated with 81.5 g (0.59 mole) of potassium carbonate and 64 g (0.32 mole) of benzylhydrazine dihydrochloride. The mixture was stirred 30 minutes at 0° and 40 mL of methylene dichloride was added. The mixture was stirred at room temperature for one day, filtered and stripped in vacuo to provide 131 g of 2-benzyl-1-phenyl phthalazinium chloride. Reactants: C([O-])(O)=O.[Na+] (sodium bicarbonate), O=C1C(CC(C2=C(N1)C=CC=C2)=O)NC(CCC2=C(C=C(C=C2)Cl)Cl)=O (N-(2,5-dioxo-3,4-dihydro-1H-benzo[b]azepin-3-yl)-3-(2,4-dichlorophenyl)-propionamide), C([O-])([O-])=O.[K+].[K+] (potassium carbonate), IC (iodomethane). Run in CN(C)C=O (DMF). Conditions: time 5 hour. The product is CN1C2=C(C(CC(C1=O)NC(CCC1=C(C=C(C=C1)Cl)Cl)=O)=O)C=CC=C2 (N-(1-methyl-2,5-dioxo-3,4-dihydro-1H-benzo[b]azepin-3-yl)-3-(2,4-dichlorophenyl)-propionamide). Yield: 81.2%. As a reaction SMILES: [O:1]=[C:2]1[NH:8][C:7]2[CH:9]=[CH:10][CH:11]=[CH:12][C:6]=2[C:5](=[O:13])[CH2:4][CH:3]1[NH:14][C:15](=[O:26])[CH2:16][CH2:17][C:18]1[CH:23]=[CH:22][C:21]([Cl:24])=[CH:20][C:19]=1[Cl:25].[C:27](=O)([O-])[O-].[K+].[K+].IC.C(=O)(O)[O-].[Na+]>CN(C=O)C>[CH3:27][N:8]1[C:2](=[O:1])[CH:3]([NH:14][C:15](=[O:26])[CH2:16][CH2:17][C:18]2[CH:23]=[CH:22][C:21]([Cl:24])=[CH:20][C:19]=2[Cl:25])[CH2:4][C:5](=[O:13])[C:6]2[CH:12]=[CH:11][CH:10]=[CH:9][C:7]1=2 |f:1.2.3,5.6|. Procedure: A 100 mL round bottom flask was charged with N-(2,5-dioxo-3,4-dihydro-1H-benzo[b]azepin-3-yl)-3-(2,4-dichlorophenyl)-propionamide (2.5 g, 6.38 mmole), potassium carbonate (1.76 g, 12.7 mmole), DMF (20 mL), and iodomethane (3.55 g, 25 mmole). The reaction mixture was stirred at room temperature for 5 hr. and then poured into saturated sodium bicarbonate (500 mL). The aqueous mixture was extracted with ethyl acetate (3×200 mL). The combined organics were dried over anhydrous magnesium sulfate, fil...